From a dataset of the Open Reaction Database (ORD), a public repository of structured organic reaction records. describe an organic reaction: reactants, conditions, products, and yield Starting materials: CN1C(N(C2=C(C1=O)C=CS2)CC(C)C)=O (3-methyl-1-(2-methylpropyl)thieno[2,3-d]pyrimidin-2,4(1H,3H)-dione), resultant mixture, C1(=CC=CC2=CC=CC=C12)C(=O)Cl (1-Naphthoyl chloride), [Cl-].[Al+3].[Cl-].[Cl-] (aluminium chloride). Solvent: ClCCCl (1,2-dichloroethane), ClCCCl (1,2-dichloroethane). Yields the product CN1C(N(C2=C(C1=O)C=C(S2)C(=O)C2=CC=CC1=CC=CC=C21)CC(C)C)=O (3-Methyl-1-(2-methylpropyl)-6-(1-naphthalenylcarbonyl)thieno[2,3-d]pyrimidine-2,4(1H,3H)-dione). Reaction SMILES: [C:1]1([C:11](Cl)=[O:12])[C:10]2[C:5](=[CH:6][CH:7]=[CH:8][CH:9]=2)[CH:4]=[CH:3][CH:2]=1.[Cl-].[Al+3].[Cl-].[Cl-].[CH3:18][N:19]1[C:24](=[O:25])[C:23]2[CH:26]=[CH:27][S:28][C:22]=2[N:21]([CH2:29][CH:30]([CH3:32])[CH3:31])[C:20]1=[O:33]>ClCCCl>[CH3:18][N:19]1[C:24](=[O:25])[C:23]2[CH:26]=[C:27]([C:11]([C:1]3[C:10]4[C:5](=[CH:6][CH:7]=[CH:8][CH:9]=4)[CH:4]=[CH:3][CH:2]=3)=[O:12])[S:28][C:22]=2[N:21]([CH2:29][CH:30]([CH3:31])[CH3:32])[C:20]1=[O:33] |f:1.2.3.4|. Procedure: 1-Naphthoyl chloride (1.25 ml) was added under nitrogen to a stirred slurry of aluminium chloride (1.1 g) in 1,2-dichloroethane (10 ml). A solution of 3-methyl-1-(2-methylpropyl)thieno[2,3-d]pyrimidin-2,4(1H,3H)-dione(2.0 g) in 1,2-dichloroethane (10 ml) was added dropwise and the resultant mixture was heated under reflux for 24 h and then allowed to cool to ambient temperature. The reaction mixture was quenched by the careful addition of water (2 ml) and was then concentrated in vacuo. The resi... Procedure details: Acetic anhydride (100 ml) was cooled to 0° C. and treated with 98% formic acid (50 ml.). The resulting mixture was heated at 50° C. for 15 minutes then cooled to 0° C. To this solution of formic-acetic anhydride was added 4-amino-2-bromothiazole hydrobromide (26 g, 0.1 m) followed dropwise by pyridine (25 ml.). The reaction mixture was allowed to stand for 1 hour at room temperature then poured onto 20% aqueous sodium acetate solution (500 ml). The resulting crystals were removed by filtration, ... Conditions: temperature 50 celsius, time 1 hour. The product is BrC=1SC=C(N1)NC=O (2-bromo-4-formamidothiazole). The reactants are C(C)(=O)OC(C)=O (Acetic anhydride), C(C)(=O)[O-].[Na+] (sodium acetate), C(C)(=O)OC=O (formic-acetic anhydride), Br.NC=1N=C(SC1)Br (4-amino-2-bromothiazole hydrobromide). Reaction SMILES: C(O[C:5](=[O:7])C)(=O)C.C(OC=O)(=O)C.Br.[NH2:15][C:16]1[N:17]=[C:18]([Br:21])[S:19][CH:20]=1.C([O-])(=O)C.[Na+]>N1C=CC=CC=1.C(O)=O>[Br:21][C:18]1[S:19][CH:20]=[C:16]([NH:15][CH:5]=[O:7])[N:17]=1 |f:2.3,4.5|. Yield: 58.0%. The solvent is N1=CC=CC=C1 (pyridine), C(=O)O (formic acid). Starting materials: C1(=CC=CC=C1)COC(=O)N1CCC(CC1)(C1=C(C=C(C=C1)NC(=O)OCC1=CC=CC=C1)F)F (4-fluoro-4-[4-[[(phenylmethoxy)carbonyl]amino]-2-fluorophenyl]-1-piperidinecarboxylic acid phenylmethyl ester), C(CCC)[Li] (n-butyllithium), C(CCC)(=O)OC[C@H]1CO1 ((R)-(−)-glycidyl butyrate). Solvent: O1CCCC1 (tetrahydrofuran). Reaction conditions: temperature -78 celsius, time 1.25 hour. The product is C1(=CC=CC=C1)COC(=O)N1CCC(CC1)(C1=C(C=C(C=C1)N1C(O[C@H](C1)CO)=O)F)F ((R)-4-Fluoro-4-[4-[5-(hydroxymethyl)-2-oxo-3-oxazolidinyl]-2-fluorophenyl]-1-piperidinecarboxylic acid phenylmethyl ester). Reaction SMILES: [C:1]1([CH2:7][O:8][C:9]([N:11]2[CH2:16][CH2:15][C:14]([F:35])([C:17]3[CH:22]=[CH:21][C:20]([NH:23][C:24](OCC4C=CC=CC=4)=O)=[CH:19][C:18]=3[F:34])[CH2:13][CH2:12]2)=[O:10])[CH:6]=[CH:5][CH:4]=[CH:3][CH:2]=1.C([Li])CCC.[C:41]([O:46][CH2:47][C@@H:48]1[O:50]C1)(=[O:45])CCC>O1CCCC1>[C:1]1([CH2:7][O:8][C:9]([N:11]2[CH2:16][CH2:15][C:14]([F:35])([C:17]3[CH:22]=[CH:21][C:20]([N:23]4[CH2:24][C@H:47]([CH2:48][OH:50])[O:46][C:41]4=[O:45])=[CH:19][C:18]=3[F:34])[CH2:13][CH2:12]2)=[O:10])[CH:2]=[CH:3][CH:4]=[CH:5][CH:6]=1. Procedure: A solution of 4-fluoro-4-[4-[[(phenylmethoxy)carbonyl]amino]-2-fluorophenyl]-1-piperidinecarboxylic acid phenylmethyl ester (EXAMPLE 74, Step 2, 2.03 g, contaminated with the elimination side product) in dry tetrahydrofuran (21 mL) at −78° C. under N2 is treated with n-butyllithium (2.80 mL, 1.6M in hexanes) dropwise over 5 mins. The resulting mixture is stirred at −78° C. for 1.25 hrs and is then treated with (R)-(−)-glycidyl butyrate (0.63 mL) dropwise. The resulting solution is stirred at −78... The reactants are CN(CCCNN=C(O)C1=C(C=C(C=2C(=C(C=C(C12)C(=O)O)Cl)C(=O)O)C(O)=NNCCCN(C)C)Cl)C (N,N′-bis(3-(dimethylamino)propylamino)-2,6-dichloro-1,4,5,8-naphthalenetetracarboxylic Acid diimide), NCCN1CCCCC1 (1-(2-aminoethyl)piperidine). The product is CN(CCCNN=C(O)C1=C(C=C(C=2C(=C(C=C(C12)C(=O)O)NCCN1CCCCC1)C(=O)O)C(O)=NNCCCN(C)C)NCCN1CCCCC1)C (N,N′-bis(3-(dimethylamino)propylamino)-2,6-bis(2-(piperidin-1yl)-ethylamino)-1,4,5,8-naphthalenetetracarboxylic acid diimide). Reaction SMILES: [CH3:1][N:2]([CH3:38])[CH2:3][CH2:4][CH2:5][NH:6][N:7]=[C:8]([C:10]1[C:19]2[C:18]([C:20]([OH:22])=[O:21])=[CH:17][C:16](Cl)=[C:15]([C:24]([OH:26])=[O:25])[C:14]=2[C:13]([C:27](=[N:29][NH:30][CH2:31][CH2:32][CH2:33][N:34]([CH3:36])[CH3:35])[OH:28])=[CH:12][C:11]=1Cl)[OH:9].[NH2:39][CH2:40][CH2:41][N:42]1[CH2:47][CH2:46][CH2:45][CH2:44][CH2:43]1>>[CH3:1][N:2]([CH3:38])[CH2:3][CH2:4][CH2:5][NH:6][N:7]=[C:8]([C:10]1[C:19]2[C:18]([C:20]([OH:22])=[O:21])=[CH:17][C:16]([NH:39][CH2:40][CH2:41][N:42]3[CH2:47][CH2:46][CH2:45][CH2:44][CH2:43]3)=[C:15]([C:24]([OH:26])=[O:25])[C:14]=2[C:13]([C:27](=[N:29][NH:30][CH2:31][CH2:32][CH2:33][N:34]([CH3:36])[CH3:35])[OH:28])=[CH:12][C:11]=1[NH:39][CH2:40][CH2:41][N:42]1[CH2:47][CH2:46][CH2:45][CH2:44][CH2:43]1)[OH:9]. Procedure: Compound 7 (45 mg, 0.089 mmol) was suspended in 1-(2-aminoethyl)piperidine (0.5 ml) in a microwave reaction vessel. The tube was flushed with nitrogen, sealed and treated at 150° C. for 10 min in the microwave. The amine was then evaporated off under high vacuum. The crude mixture was purified by HPLC to obtain 8 as a blue solid. Yield 8 (6.62 mg, 0.0096 mmol, 10.8%): 1H NMR (CDCl3) δ: 1.47(m, 4H), 1.64(m, 8H), 1.90(5q, 4H, J=7.3 Hz), 2.26(s, 12H), 2.43(t, 4H, J=7.3 Hz), 2.51(m, 8H), 2.73(t, 4H,...